This data is from the Open Reaction Database (ORD), a public repository of structured organic reaction records. The task is: describe an organic reaction: reactants, conditions, products, and yield The reactants are N[C@@H](CC(=O)OCC)C#C ((S)-ethyl 3-amino-4-pentynoate), CN1CCOCC1 (N-methylmorpholine), ClC(=O)OCC(C)C (isobutyl chloroformate), Cl.NN=CC1=CC=C(C=C1)NC(CCC(=O)O)=O (4-[[4-(Aminoiminomethyl)phenyl]amino]-4-oxobutanoic acid hydrochloride), C(C)(C)N(CC)C(C)C (diisopropylethylamine), CN(C)C1=NC=CC=C1 (dimethylaminopyridine). Solvent: CN(C)C=O (DMF). Run at time 1 hour. The product is NN=CC1=CC=C(C=C1)NC(CCC(=O)N[C@@H](CC(=O)OCC)C#C)=O ((3S)-ethyl 3-[[4-[[4-(aminoiminomethyl)phenyl]amino]-1,4-dioxobutyl]amino]-4-pentynoate). Reaction SMILES: Cl.[NH2:2][N:3]=[CH:4][C:5]1[CH:10]=[CH:9][C:8]([NH:11][C:12](=[O:18])[CH2:13][CH2:14][C:15]([OH:17])=O)=[CH:7][CH:6]=1.CN1CCOCC1.ClC(OCC(C)C)=O.[NH2:34][C@H:35]([C:42]#[CH:43])[CH2:36][C:37]([O:39][CH2:40][CH3:41])=[O:38].C(N(C(C)C)CC)(C)C.CN(C1C=CC=CN=1)C>CN(C=O)C>[NH2:2][N:3]=[CH:4][C:5]1[CH:6]=[CH:7][C:8]([NH:11][C:12](=[O:18])[CH2:13][CH2:14][C:15]([NH:34][C@H:35]([C:42]#[CH:43])[CH2:36][C:37]([O:39][CH2:40][CH3:41])=[O:38])=[O:17])=[CH:9][CH:10]=1 |f:0.1|. Procedure: 4-[[4-(Aminoiminomethyl)phenyl]amino]-4-oxobutanoic acid hydrochloride was added to dry DMF (35 ml) followed by N-methylmorpholine (0.39 g, 1 eq.) and isobutyl chloroformate (0.53 g, 3.9 mmol) at 25° C. The mixture was stirred for 5 min. (S)-ethyl 3-amino-4-pentynoate was added followed by diisopropylethylamine and a catalytic amount of dimethylaminopyridine. After 1 hour, the solvent was removed under reduced pressure and the product was purified by reverse phase chromatography to give (3S)-eth... Reactants: C(C1=CC=CC=C1)N1C(=NC=C1)[N+](=O)[O-] (1-benzyl-2-nitro-1H-imidazole). The reagents and catalysts are [Ni] (Raney nickel). Run in CO (MeOH). Reaction conditions: time 3 hour. Product: C(C1=CC=CC=C1)N1C(=NC=C1)N (1-Benzyl-1H-imidazol-2-ylamine). Yield: 171.7%. Reaction SMILES: [CH2:1]([N:8]1[CH:12]=[CH:11][N:10]=[C:9]1[N+:13]([O-])=O)[C:2]1[CH:7]=[CH:6][CH:5]=[CH:4][CH:3]=1>[Ni].CO>[CH2:1]([N:8]1[CH:12]=[CH:11][N:10]=[C:9]1[NH2:13])[C:2]1[CH:3]=[CH:4][CH:5]=[CH:6][CH:7]=1. Procedure details: A suspension of 1-benzyl-2-nitro-1H-imidazole (Step 160.2) (410 mg, 1.16 mmol) and Raney nickel (40 mg) in MeOH (10 mL) was stirred for 3 h at rt, under a hydrogen atmosphere. The reaction mixture was filtered through a pad of celite and concentrated to afford 345 mg of the title compound as a brown solid: ESI-MS: 173.9 [M+H]+; tR=2.02 min (System 1).